From a dataset of the Open Reaction Database (ORD), a public repository of structured organic reaction records. describe an organic reaction: reactants, conditions, products, and yield The reactants are COc1nc(C)c(C)nc1NC(=O)Oc1ccccc1, O=[N+]([O-])c1cc(N2CCNCC2)cc([N+](=O)[O-])c1. Yields the product COc1nc(C)c(C)nc1NC(=O)N1CCN(c2cc([N+](=O)[O-])cc([N+](=O)[O-])c2)CC1. RXN SMILES: [CH3:1][c:2]1[n:3][c:4]([NH:11][C:12]([O:13][c:14]2[cH:15][cH:16][cH:17][cH:18][cH:19]2)=[O:20])[c:5]([O:9][CH3:10])[n:6][c:7]1[CH3:8].[N+:21](=[O:22])([O-:23])[c:24]1[cH:25][c:26]([N:33]2[CH2:34][CH2:35][NH:36][CH2:37][CH2:38]2)[cH:27][c:28]([N+:30](=[O:31])[O-:32])[cH:29]1>>[CH3:1][c:2]1[n:3][c:4]([NH:11][C:12](=[O:20])[N:36]2[CH2:35][CH2:34][N:33]([c:26]3[cH:25][c:24]([N+:21](=[O:22])[O-:23])[cH:29][c:28]([N+:30](=[O:31])[O-:32])[cH:27]3)[CH2:38][CH2:37]2)[c:5]([O:9][CH3:10])[n:6][c:7]1[CH3:8]. Reactants: C(C)(C)(C)OC(=O)N1CCC(C2=CC=C(C=C12)OC)=O (7-Methoxy-4-oxo-3,4-dihydro-2H-quinoline-1-carboxylic acid tert-butyl ester), N#N (N2), solution, C(C)[Mg]Br (ethyl magnesium bromide), COC(C)(C)C (methyl-tert-butyl ether). The solvent is C1CCOC1 (THF). Reaction conditions: temperature 0 celsius, time 1 hour. Product: C(C)(C)(C)OC(=O)N1CCC(C2=CC=C(C=C12)OC)(O)CC ((Rac)-4-Ethyl-4-hydroxy-7-methoxy-3,4-dihydro-2H-quinoline-1-carboxylic acid tert-butyl ester). Yield: 45.0%. As a reaction SMILES: [C:1]([O:5][C:6]([N:8]1[C:17]2[C:12](=[CH:13][CH:14]=[C:15]([O:18][CH3:19])[CH:16]=2)[C:11](=[O:20])[CH2:10][CH2:9]1)=[O:7])([CH3:4])([CH3:3])[CH3:2].N#N.[CH2:23]([Mg]Br)[CH3:24].COC(C)(C)C>C1COCC1>[C:1]([O:5][C:6]([N:8]1[C:17]2[C:12](=[CH:13][CH:14]=[C:15]([O:18][CH3:19])[CH:16]=2)[C:11]([CH2:23][CH3:24])([OH:20])[CH2:10][CH2:9]1)=[O:7])([CH3:4])([CH3:3])[CH3:2]. Procedure details: To a flame dried 250 mL round bottom flask equipped with a magnetic stir bar and a N2 gas inlet was added IV (2.23 mg, 8.05 mmol) in dry THF (100 mL). The solution was cooled to 0° C. under a blanket of N2 and a 1.0M solution of ethyl magnesium bromide (EtMgBr) in methyl-tert-butyl ether (16.1 mL, 16.1 mmol, 2 equiv) was added via syringe. The solution was stirred at 0° C. for 1 h. The reaction was quenched with NH4Cl (saturated aqueous solution) extracted with EtOAc, dried (MgSO4), and concentr... Reactants: CC#N, Cl, C1CCC2=NCCCN2CC1, NCc1cccc2c1CN(C1CCC(=O)NC1=O)C2=O, O=C(Cl)c1ccco1. Product: O=C1CCC(N2Cc3c(CNC(=O)c4ccco4)cccc3C2=O)C(=O)N1. RXN SMILES: [CH3:41][C:42]#[N:43].[ClH:12].[N:1]12[CH2:2][CH2:3][CH2:4][N:5]=[C:6]1[CH2:7][CH2:8][CH2:9][CH2:10][CH2:11]2.[NH2:13][CH2:14][c:15]1[c:16]2[c:20]([cH:21][cH:22][cH:23]1)[C:19](=[O:24])[N:18]([CH:25]1[C:26](=[O:32])[NH:27][C:28](=[O:31])[CH2:29][CH2:30]1)[CH2:17]2.[o:33]1[c:34]([C:38](=[O:39])[Cl:40])[cH:35][cH:36][cH:37]1>>[NH:13]([CH2:14][c:15]1[c:16]2[c:20]([cH:21][cH:22][cH:23]1)[C:19](=[O:24])[N:18]([CH:25]1[C:26](=[O:32])[NH:27][C:28](=[O:31])[CH2:29][CH2:30]1)[CH2:17]2)[C:38]([c:34]1[o:33][cH:37][cH:36][cH:35]1)=[O:39]. Reactants: Cl.FC1=C(NC2=NC=NC3=CC(=CC=C23)[N+](=O)[O-])C=C(C(=C1)C)OC(=O)OC (4-(2-fluoro-5-methoxycarbonyloxy-4-methylanilino)-7-nitroquinazoline hydrochloride), solution, CO (methanol). Reagents/catalysts: [Pd] (palladium-on-charcoal). Run in C(C)O (ethanol), Cl (hydrogen chloride). Run at time 75 minute. Product: Cl.NC1=CC=C2C(=NC=NC2=C1)NC1=C(C=C(C(=C1)OC(=O)OC)C)F (7-amino4-(2-fluoro-5-methoxycarbonyloxy-4-methylanilino)quinazoline hydrochloride). Isolated yield 97.5%. RXN SMILES: [ClH:1].[F:2][C:3]1[CH:22]=[C:21]([CH3:23])[C:20]([O:24][C:25]([O:27][CH3:28])=[O:26])=[CH:19][C:4]=1[NH:5][C:6]1[C:15]2[C:10](=[CH:11][C:12]([N+:16]([O-])=O)=[CH:13][CH:14]=2)[N:9]=[CH:8][N:7]=1.CO>[Pd].C(O)C.Cl>[ClH:1].[NH2:16][C:12]1[CH:11]=[C:10]2[C:15]([C:6]([NH:5][C:4]3[CH:19]=[C:20]([O:24][C:25]([O:27][CH3:28])=[O:26])[C:21]([CH3:23])=[CH:22][C:3]=3[F:2])=[N:7][CH:8]=[N:9]2)=[CH:14][CH:13]=1 |f:0.1,6.7|. Reported procedure: A mixture of 4-(2-fluoro-5-methoxycarbonyloxy-4-methylanilino)-7-nitroquinazoline hydrochloride (5.3 g, 13 mmol) and 10% palladium-on-charcoal catalyst (1 g) in ethanol (100 ml), ethanolic hydrogen chloride (1.8 ml of a 7M solution) and methanol (20 ml) was stirred under hydrogen at 1.7 atmospheres pressure for 75 minutes. The catalyst was removed by filtration through diatomaceous earth and the filter pad thoroughly washed with methylene chloride, methanol and ether and the solvent was removed ... Starting materials: BrC1=CC=2C3=C(C=NC2C=C1)N(C(N3C=3C(=NN(C3)C(C)C)C)=O)C (8-bromo-1-(1-isopropyl-3-methyl-1H-pyrazol-4-yl)-3-methyl-1,3-dihydro-imidazo[4,5-c]quinolin-2-one), BrC1=CC=2C3=C(C=NC2C=C1)N(C(N3C=3C(=NN(C3)C(C)C)C)=O)C (8-bromo-1-(1-isopropyl-3-methyl-1H-pyrazol-4-yl)-3-methyl-1,3-dihydro-imidazo[4,5-c]quinolin-2-one), COCC=1C(=NC=C(C1)B1OC(C(O1)(C)C)(C)C)NC ([3-methoxymethyl-5-(4,4,5,5-tetramethyl-[1,3,2]dioxaborolan-2-yl)-pyridin-2-yl]-methyl-amine). Product: C(C)(C)N1N=C(C(=C1)N1C(N(C=2C=NC=3C=CC(=CC3C21)C=2C=NC(=C(C2)COC)NC)C)=O)C (1-(1-Isopropyl-3-methyl-1H-pyrazol-4-yl)-8-(5-methoxymethyl-6-methylamino-pyridin-3-yl)-3-methyl-1,3-dihydro-imidazo[4,5-c]quinolin-2-one). As a reaction SMILES: Br[C:2]1[CH:11]=[CH:10][C:9]2[N:8]=[CH:7][C:6]3[N:12]([CH3:25])[C:13](=[O:24])[N:14]([C:15]4[C:16]([CH3:23])=[N:17][N:18]([CH:20]([CH3:22])[CH3:21])[CH:19]=4)[C:5]=3[C:4]=2[CH:3]=1.[CH3:26][O:27][CH2:28][C:29]1[C:30]([NH:44][CH3:45])=[N:31][CH:32]=[C:33](B2OC(C)(C)C(C)(C)O2)[CH:34]=1>>[CH:20]([N:18]1[CH:19]=[C:15]([N:14]2[C:5]3[C:4]4[CH:3]=[C:2]([C:33]5[CH:32]=[N:31][C:30]([NH:44][CH3:45])=[C:29]([CH2:28][O:27][CH3:26])[CH:34]=5)[CH:11]=[CH:10][C:9]=4[N:8]=[CH:7][C:6]=3[N:12]([CH3:25])[C:13]2=[O:24])[C:16]([CH3:23])=[N:17]1)([CH3:22])[CH3:21]. Procedure: The title compound was synthesized in a similar manner as described for Example 1.1 using 8-bromo-1-(1-isopropyl-3-methyl-1H-pyrazol-4-yl)-3-methyl-1,3-dihydro-imidazo[4,5-c]quinolin-2-one (Intermediate G) and [3-methoxymethyl-5-(4,4,5,5-tetramethyl-[1,3,2]dioxaborolan-2-yl)-pyridin-2-yl]-methyl-amine (Stage 248.1.1) to give the title compound as a yellowish foam. (HPLC: tR 2.24 min (Method A); M+H=472 MS-ES; 1H-NMR (d6-DMSO, 400 MHz) 8.90 (s, 1H), 8.20 (s, 1H), 8.15-8.13 (m, 1H), 8.05-8.02 (m, ... The reactants are BrC=1C=C2C(CCSC2=C(C1)Cl)(C)C (6-bromo-8-chloro-4,4-dimethyl-3,4-dihydro-2H-thiochromene), [Li]CCCC (n-BuLi), CN(C)C=O (DMF). Product: ClC=1C=C(C=C2C(CCSC12)(C)C)C=O (8-chloro-4,4-dimethyl-3,4-dihydro-2H-thiochromene-6-carbaldehyde). RXN SMILES: Br[C:2]1[CH:3]=[C:4]2[C:9](=[C:10]([Cl:12])[CH:11]=1)[S:8][CH2:7][CH2:6][C:5]2([CH3:14])[CH3:13].[Li]CCCC.CN([CH:23]=[O:24])C>>[Cl:12][C:10]1[CH:11]=[C:2]([CH:23]=[O:24])[CH:3]=[C:4]2[C:9]=1[S:8][CH2:7][CH2:6][C:5]2([CH3:14])[CH3:13]. Reported procedure: Using essentially the same procedure as Example 5-20, Step 3, 6-bromo-8-chloro-4,4-dimethyl-3,4-dihydro-2H-thiochromene (954 mg, 3.27 mmol), n-BuLi (1.57 mL, 3.93 mmol) and DMF (1.01 mL, 13.1 mmol) afforded the desired product as a pale-yellow oil.